describe an organic reaction: reactants, conditions, products, and yield From a dataset of the Open Reaction Database (ORD), a public repository of structured organic reaction records. Reactants: Cl.S1C(=NC2=C1CCC2)N (5,6-dihydro-4H-cyclopenta[d]thiazol-2-amine hydrochloride), OC12CC3(CC(CC(C1)C3)C2)C(=O)O (3-hydroxy-adamantane-1-carboxylic acid), Cl.C(C)N=C=NCCCN(C)C (1-ethyl-3-[3-(dimethylamino)propyl]-carbodiimide hydrochloride), O.ON1N=NC2=C1C=CC=C2 (1-hydroxybenzotriazole hydrate). Reagents/catalysts: CN(C1=CC=NC=C1)C (4-dimethylaminopyridine). The solvent is N1=CC=CC=C1 (pyridine). The product is S1C(=NC2=C1CCC2)NC(=O)C21CC3(CC(CC(C2)C3)C1)O (3-hydroxy-adamantane-1-carboxylic acid (5,6-dihydro-4H-cyclopentathiazol-2-yl)-amide). Reaction SMILES: Cl.[S:2]1[C:6]2[CH2:7][CH2:8][CH2:9][C:5]=2[N:4]=[C:3]1[NH2:10].[OH:11][C:12]12[CH2:21][CH:16]3[CH2:17][CH:18]([CH2:20][C:14]([C:22](O)=[O:23])([CH2:15]3)[CH2:13]1)[CH2:19]2.Cl.C(N=C=NCCCN(C)C)C.O.ON1C2C=CC=CC=2N=N1>CN(C)C1C=CN=CC=1.N1C=CC=CC=1>[S:2]1[C:6]2[CH2:7][CH2:8][CH2:9][C:5]=2[N:4]=[C:3]1[NH:10][C:22]([C:14]12[CH2:15][CH:16]3[CH2:17][CH:18]([CH2:19][C:12]([OH:11])([CH2:21]3)[CH2:13]1)[CH2:20]2)=[O:23] |f:0.1,3.4,5.6|. Reported procedure: A mixture of Example 209A (921 mg, 5.19 mmol), 3-hydroxy-adamantane-1-carboxylic acid (1.22 g, 6.2 mmol), 1-ethyl-3-[3-(dimethylamino)propyl]-carbodiimide hydrochloride (2.0 g, 10.4 mmol), 1-hydroxybenzotriazole hydrate (846 mg, 10.4 mmol) and 4-dimethylaminopyridine (196 mg, 1.04 mmol) in pyridine (20 mL) was stirred at room temperature for 12 hours. The solvent was removed and the residue was diluted with water and extracted with ethyl acetate. The organic extract was dried (Na2SO4), filtered ... Starting materials: CC1=NN2C(N(C(C3=C2C2=C(N=C3)NN=C2)=O)C2=CC=CC=C2)=C1 (2-methyl-4-phenyl-4H-pyrazolo[1,5-a]-pyrazolo[4'3':5,6]pyrido[3,4-e]pyrimidin-5(8H)-one), C(C1=CC=CC=C1)(=O)Cl (benzoyl chloride). Run in N1=CC=CC=C1 (pyridine). Product: C(C1=CC=CC=C1)(=O)N1N=CC2=C1N=CC=1C(N(C=3N(C12)N=C(C3)C)C3=CC=CC=C3)=O (8-Benzoyl-2-methyl-4-phenyl-4H-pyrazolo[1,5-a]pyrazolo[4',3':5,6]pyrido[3,4-e]pyrimidin-5(8H)-one). RXN SMILES: [CH3:1][C:2]1[CH:24]=[C:5]2[N:6]([C:18]3[CH:23]=[CH:22][CH:21]=[CH:20][CH:19]=3)[C:7](=[O:17])[C:8]3[CH:13]=[N:12][C:11]4[NH:14][N:15]=[CH:16][C:10]=4[C:9]=3[N:4]2[N:3]=1.[C:25](Cl)(=[O:32])[C:26]1[CH:31]=[CH:30][CH:29]=[CH:28][CH:27]=1>N1C=CC=CC=1>[C:25]([N:14]1[C:11]2[N:12]=[CH:13][C:8]3[C:7](=[O:17])[N:6]([C:18]4[CH:23]=[CH:22][CH:21]=[CH:20][CH:19]=4)[C:5]4[N:4]([N:3]=[C:2]([CH3:1])[CH:24]=4)[C:9]=3[C:10]=2[CH:16]=[N:15]1)(=[O:32])[C:26]1[CH:31]=[CH:30][CH:29]=[CH:28][CH:27]=1. Procedure details: 0.01 mol. of 2-methyl-4-phenyl-4H-pyrazolo[1,5-a]-pyrazolo[4'3':5,6]pyrido[3,4-e]pyrimidin-5(8H)-one and 0.02 mol. of benzoyl chloride are stirred overnight in 50 ml. of dry pyridine at room temperature. On addition of 50 ml. of water, 8-benzoyl-2-methyl-4-phenyl-4H-pyrazolo-[1,5-a]pyrazolo[4',3':5,6]pyrido[3,4-e]pyrimidin-5(8H)-one is filtered off. Starting materials: C1=C(N=C(O1)N)C(F)(F)F, C1=CN=C(C=C1Cl)Cl. Reagents/catalysts: C(=O)([O-])[O-].[Cs+].[Cs+], CC1(C2=C(C(=CC=C2)P(C3=CC=CC=C3)C4=CC=CC=C4)OC5=C1C=CC=C5P(C6=CC=CC=C6)C7=CC=CC=C7)C, C1=CC=C(C=C1)/C=C/C(=O)/C=C/C2=CC=CC=C2.C1=CC=C(C=C1)/C=C/C(=O)/C=C/C2=CC=CC=C2.C1=CC=C(C=C1)/C=C/C(=O)/C=C/C2=CC=CC=C2.[Pd].[Pd]. Solvent: C1COCCO1. Reaction conditions: temperature 140 celsius. Product: C1=CN=C(C=C1Cl)NC2=NC(=CO2)C(F)(F)F. The yield is 17.5%. Procedure: Repeat of EN04881-41 to get pure sample of product in potentially higher isolated yield.  cesium carbonate (652 mg, 2.00 mmol), Pd2(dba)3 (22.89 mg, 0.025 mmol), 9,9-dimethyl-4,5-bis(diphenylphosphino)xanthene (43.4 mg, 0.075 mmol), 4-(trifluoromethyl)oxazol-2-amine (152 mg, 1.00 mmol) and 2,4-dichloropyridine (148 mg, 1.00 mmol) were added to an oven dried microwave vial, the vial was capped and placed under an inert atmosphere, dioxane (4 mL) was added and the resulting mixture was heated at 1...